From a dataset of the Open Reaction Database (ORD), a public repository of structured organic reaction records. describe an organic reaction: reactants, conditions, products, and yield Yields the product COc1ccc2c(c1)c1c3c(c(-c4ccccc4Cl)cc1n2C(C)=O)C(=O)NC3=O. As a reaction SMILES: [C:34](=[O:35])([OH:36])[O-:37].[CH3:39][C:40](=[O:41])[O:42][C:43](=[O:44])[CH3:45].[CH3:46][CH2:47][O:48][C:49](=[O:50])[CH3:51].[Cl+3:28]([OH:29])([O-:30])([O-:31])[O-:32].[Cl:1][c:2]1[c:3](-[c:8]2[cH:9][c:10]3[nH:11][c:12]4[cH:13][cH:14][c:15]([O:26][CH3:27])[cH:16][c:17]4[c:18]3[c:19]3[c:20]2[C:21](=[O:25])[NH:22][C:23]3=[O:24])[cH:4][cH:5][cH:6][cH:7]1.[K+:38].[OH2:33]>>[Cl:1][c:2]1[c:3](-[c:8]2[cH:9][c:10]3[n:11]([C:40]([CH3:39])=[O:41])[c:12]4[cH:13][cH:14][c:15]([O:26][CH3:27])[cH:16][c:17]4[c:18]3[c:19]3[c:20]2[C:21](=[O:25])[NH:22][C:23]3=[O:24])[cH:4][cH:5][cH:6][cH:7]1. Reactants: O=C([O-])O, CC(=O)OC(C)=O, CCOC(C)=O, [O-][Cl+3]([O-])([O-])O, COc1ccc2[nH]c3cc(-c4ccccc4Cl)c4c(c3c2c1)C(=O)NC4=O, [K+], O.